Dataset: the Open Reaction Database (ORD), a public repository of structured organic reaction records. Task: describe an organic reaction: reactants, conditions, products, and yield The reactants are O=C1CCC(C2=CC=CC=C12)N (1,2,3,4-tetrahydro-4-oxo-1-naphthylamine), C(C)(C)N=C=O (isopropyl isocyanate). Solvent: ClCCl (dichloromethane), C(Cl)Cl (CH2Cl2). Product: C(C)(C)NC(=O)NC1CCC(C2=CC=CC=C12)=O (1-Isopropyl-3-(1,2,3,4-tetrahydro-4-oxo-1-naphthyl)urea). As a reaction SMILES: [O:1]=[C:2]1[C:11]2[C:6](=[CH:7][CH:8]=[CH:9][CH:10]=2)[CH:5]([NH2:12])[CH2:4][CH2:3]1.[CH:13]([N:16]=[C:17]=[O:18])([CH3:15])[CH3:14]>ClCCl>[CH:13]([NH:16][C:17]([NH:12][CH:5]1[C:6]2[C:11](=[CH:10][CH:9]=[CH:8][CH:7]=2)[C:2](=[O:1])[CH2:3][CH2:4]1)=[O:18])([CH3:15])[CH3:14]. Reported procedure: A 13 g sample of 1,2,3,4-tetrahydro-4-oxo-1-naphthylamine is dissolved in 100 ml of dichloromethane and stirred under nitrogen atmosphere. A solution of 6.86 g of isopropyl isocyanate in 45 ml of CH2Cl2 is then added over a 48 minute period at 20° C to 28° C. The mixture is stirred for 16 hours at room temperature and filtered to give the title compound, melting point 185° C to 188° C. Starting materials: [C-]#N.[Na+] (Sodium cyanide), ClC1=CC=C(C=C1)NC=1C2=C(N=C(N1)S(=O)(=O)C)N(C=C2)CC (N-(4-Chlorophenyl)-7-ethyl-2-(methylsulfonyl)-7H-pyrrolo[2,3-d]pyrimidin-4-amine). Solvent: CS(=O)C (dimethylsulphoxide). Run at temperature 90 celsius. The product is ClC1=CC=C(C=C1)NC=1C2=C(N=C(N1)C#N)N(C=C2)CC (4-[(4-Chlorophenyl)amino]-7-ethyl-7H-pyrrolo[2,3-d]pyrimidine-2-carbonitrile). Reaction SMILES: [C-:1]#[N:2].[Na+].[Cl:4][C:5]1[CH:10]=[CH:9][C:8]([NH:11][C:12]2[C:13]3[CH:24]=[CH:23][N:22]([CH2:25][CH3:26])[C:14]=3[N:15]=[C:16](S(C)(=O)=O)[N:17]=2)=[CH:7][CH:6]=1>CS(C)=O>[Cl:4][C:5]1[CH:10]=[CH:9][C:8]([NH:11][C:12]2[C:13]3[CH:24]=[CH:23][N:22]([CH2:25][CH3:26])[C:14]=3[N:15]=[C:16]([C:1]#[N:2])[N:17]=2)=[CH:7][CH:6]=1 |f:0.1|. Reported procedure: Sodium cyanide (0.103 g) was added to a solution of the product from step (iii) (0.37 g) in dimethylsulphoxide (10 ml) and heated at 90° C. for 48 h. The mixture was partitioned between ethyl acetate and water, the organics dried (MgSO4) and evaporated under reduced pressure. The residue was purified by RPHPLC eluting with 29-95% acetonitrile in aqueous trifluoroacetic acid. Yield 0.14 g The reactants are F[B-](F)(F)F, CC[O+](CC)CC, NC(=O)c1ccccc1I. Product: CCOC(=N)c1ccccc1I. Reaction SMILES: [B-:11]([F:12])([F:13])([F:14])[F:15].[CH2:16]([CH3:17])[O+:18]([CH2:19][CH3:20])[CH2:21][CH3:22].[I:1][c:2]1[c:3]([C:4](=[O:5])[NH2:6])[cH:7][cH:8][cH:9][cH:10]1>>[I:1][c:2]1[c:3]([C:4]([O:5][CH2:16][CH3:17])=[NH:6])[cH:7][cH:8][cH:9][cH:10]1. Starting materials: CC1=NN(C(=C1)N)C, CNC(=O)C1=C(C=C(C=C1)F)NC2=CC(=NC=C2C(F)(F)F)Cl. The solvent is C1COCCO1. Reaction conditions: temperature 90 celsius. Reagents/catalysts: C(=O)([O-])[O-].[Cs+].[Cs+], CC1(C2=C(C(=CC=C2)P(C3=CC=CC=C3)C4=CC=CC=C4)OC5=C1C=CC=C5P(C6=CC=CC=C6)C7=CC=CC=C7)C, CC(=O)O.CC(=O)O.[Pd]. Procedure: 2-(2-chloro-5-(trifluoromethyl)pyridin-4-ylamino)-4-fluoro-N-methylbenzamide (8.9 g, 25.60 mmol), 1,3-dimethyl-1H-pyrazol-5-amine (3.41 g, 30.72 mmol), diacetoxypalladium (0.460 g, 2.05 mmol), (9,9-dimethyl-9H-xanthene-4,5-diyl)bis(diphenylphosphine) (2.370 g, 4.10 mmol) and cesium carbonate (10.01 g, 30.72 mmol) were suspended in 1,4-dioxane (111 ml). The reaction was degased, purged with nitrogen and heated to 90°C (internal temperature) for 4 hours _._ Reaction was concentrated to dryness. Re... Yields the product CC1=NN(C(=C1)NC2=NC=C(C(=C2)NC3=C(C=CC(=C3)F)C(=O)NC)C(F)(F)F)C. Yield: 55.5%. The reactants are ClS(=O)(=O)C1=CC=C(C(=O)O)C=C1 (4-chlorosulfonylbenzoic acid), C1(CC1)N (cyclopropanamine). Run in ClCCl (dichloromethane). Yields the product C1(CC1)NS(=O)(=O)C1=CC=C(C(=O)O)C=C1 (4-(cyclopropylsulfamoyl)benzoic acid). The yield is 91.5%. As a reaction SMILES: Cl[S:2]([C:5]1[CH:13]=[CH:12][C:8]([C:9]([OH:11])=[O:10])=[CH:7][CH:6]=1)(=[O:4])=[O:3].[CH:14]1([NH2:17])[CH2:16][CH2:15]1>ClCCl>[CH:14]1([NH:17][S:2]([C:5]2[CH:13]=[CH:12][C:8]([C:9]([OH:11])=[O:10])=[CH:7][CH:6]=2)(=[O:4])=[O:3])[CH2:16][CH2:15]1. Procedure details: To 4-chlorosulfonylbenzoic acid (10.0 g, 45.3 mmol) in dichloromethane (350 mL) at 0° C. was added cyclopropanamine (15.5 g, 19 mL, 271.9 mmol). The reaction mixture was allowed to warm to room temperature over 16 hours. The solvent was evaporated under reduced pressure. The residue was dissolved in water (150 mL) and acidified using hydrochloric acid. The aqueous layer was extracted with EtOAc (2×200 mL). The organic layer was dried over sodium sulfate, filtered and concentrated in vacuo to giv...